From a dataset of the Open Reaction Database (ORD), a public repository of structured organic reaction records. describe an organic reaction: reactants, conditions, products, and yield The solvent is CN(C)C=O (DMF), CN(C)C=O (DMF), CN(C)C=O (DMF). Conditions: time 10 minute. Reaction SMILES: [H-].[Na+].C1(S)C=CC=CC=1.C[O:11][C:12]1[CH:13]=[C:14]2[C:19](=[CH:20][C:21]=1[O:22][CH3:23])[N:18]=[CH:17][N:16]=[C:15]2[N:24]1[CH2:29][CH2:28][CH:27]([N:30]2[C:39](=[O:40])[C:38]3[C:33](=[CH:34][CH:35]=[C:36]([CH3:41])[CH:37]=3)[N:32]([CH3:42])[C:31]2=[O:43])[CH2:26][CH2:25]1.O>CN(C=O)C>[OH:11][C:12]1[CH:13]=[C:14]2[C:19](=[CH:20][C:21]=1[O:22][CH3:23])[N:18]=[CH:17][N:16]=[C:15]2[N:24]1[CH2:29][CH2:28][CH:27]([N:30]2[C:39](=[O:40])[C:38]3[C:33](=[CH:34][CH:35]=[C:36]([CH3:41])[CH:37]=3)[N:32]([CH3:42])[C:31]2=[O:43])[CH2:26][CH2:25]1 |f:0.1|. Yield: 22.6%. Reported procedure: In 5 ml of DMF was suspended 360 mg (9.0 mmol) of 60% sodium hydride, and a solution of 0.92 ml (9.0 mmol) of thiophenol in 10 ml of DMF was added dropwise to the suspension under ice cooling. After stirring for 10 minutes, a solution of 1.38 g (3.0 mmol) of Compound 50 obtained in Example 41 in 10 ml of DMF was added thereto under ice cooling, followed by stirring at 100° C. for 10 hours. After the reaction mixture was cooled to room temperature, water was added thereto, and the mixture was ext... Yields the product OC=1C=C2C(=NC=NC2=CC1OC)N1CCC(CC1)N1C(N(C2=CC=C(C=C2C1=O)C)C)=O (1,2,3,4-Tetrahydro-3-[1-(6-hydroxy-7-methoxy-4-quinazolinyl)-4-piperidinyl]-1,6-dimethyl-2,4-dioxoquinazoline). Starting materials: C1(=CC=CC=C1)S (thiophenol), COC=1C=C2C(=NC=NC2=CC1OC)N1CCC(CC1)N1C(N(C2=CC=C(C=C2C1=O)C)C)=O (3-[1-(6,7-Dimethoxy-4-quinazolinyl)-4-piperidinyl]-1,2,3,4-tetrahydro-1,6-dimethyl-2,4-dioxoquinazoline), [H-].[Na+] (sodium hydride), O (water). The reactants are OC1C=C(CCC1)C1=CC(=C(S1)C(=O)O)N([C@@H]1CC[C@H](CC1)OC1OCCCC1)C(=O)[C@@H]1CC[C@H](CC1)C (5-(3-hydroxy-cyclohex-1-enyl)-3-{(trans-4-methyl-cyclohexane-carbonyl)-[trans-4-(tetrahydro-pyran-2-yloxy)-cyclohexyl]-amino}-thiophene-2-carboxylic acid). Run in C(C)(=O)O.C1CCOC1.O (acetic acid THF H2O). Yields the product OC1C=C(CCC1)C1=CC(=C(S1)C(=O)O)N(C(=O)[C@@H]1CC[C@H](CC1)C)[C@@H]1CC[C@H](CC1)O (5-(3-hydroxy-cyclohex-1-enyl)-3-[(trans-4-hydroxy-cyclohexyl)-(trans-4-methyl-cyclohexanecarbonyl)-amino]-thiophene-2-carboxylic acid). The yield is 49.5%. Reaction SMILES: [OH:1][CH:2]1[CH2:7][CH2:6][CH2:5][C:4]([C:8]2[S:12][C:11]([C:13]([OH:15])=[O:14])=[C:10]([N:16]([C:30]([C@H:32]3[CH2:37][CH2:36][C@H:35]([CH3:38])[CH2:34][CH2:33]3)=[O:31])[C@H:17]3[CH2:22][CH2:21][C@H:20]([O:23]C4CCCCO4)[CH2:19][CH2:18]3)[CH:9]=2)=[CH:3]1>C(O)(=O)C.C1COCC1.O>[OH:1][CH:2]1[CH2:7][CH2:6][CH2:5][C:4]([C:8]2[S:12][C:11]([C:13]([OH:15])=[O:14])=[C:10]([N:16]([C@H:17]3[CH2:18][CH2:19][C@H:20]([OH:23])[CH2:21][CH2:22]3)[C:30]([C@H:32]3[CH2:37][CH2:36][C@H:35]([CH3:38])[CH2:34][CH2:33]3)=[O:31])[CH:9]=2)=[CH:3]1 |f:1.2.3|. Reported procedure: A solution of 5-(3-hydroxy-cyclohex-1-enyl)-3-{(trans-4-methyl-cyclohexane-carbonyl)-[trans-4-(tetrahydro-pyran-2-yloxy)-cyclohexyl]-amino}-thiophene-2-carboxylic acid (4 mg, 0.007 mmol) in acetic acid:THF:H2O (4:2:1) (0.7 mL) was stirred at 45° C. for 3.5 h. The mixture was evaporated to dryness and triturated with CHCl3 and hexane yielding 5-(3-hydroxy-cyclohex-1-enyl)-3-[(trans-4-hydroxy-cyclohexyl)-(trans-4-methyl-cyclohexanecarbonyl)-amino]-thiophene-2-carboxylic acid (1.6 mg, 47%). Starting materials: O (water), aqueous solution, OOS(=O)[O-].[K+] (Oxone), C(C)(C)(C)OC(=O)N1CCC2(CC1)S(CC1=C2C=CC=C1)=O (1'-t-butoxycarbonylspiro[benzo[c]thiophene-1(3H),4'-piperidine]-2-oxide). The solvent is CO (methanol). Conditions: time 5 day. The product is C(C)(C)(C)OC(=O)N1CCC2(CC1)S(CC1=C2C=CC=C1)(=O)=O (1'-t-butoxycarbonylspiro[benzo[c]thiophene-1(3H),4'-piperidine]-2,2-dioxid). The yield is 87.9%. RXN SMILES: [C:1]([O:5][C:6]([N:8]1[CH2:13][CH2:12][C:11]2([C:17]3[CH:18]=[CH:19][CH:20]=[CH:21][C:16]=3[CH2:15][S:14]2=[O:22])[CH2:10][CH2:9]1)=[O:7])([CH3:4])([CH3:3])[CH3:2].[OH:23]OS([O-])=O.[K+].O>CO>[C:1]([O:5][C:6]([N:8]1[CH2:9][CH2:10][C:11]2([C:17]3[CH:18]=[CH:19][CH:20]=[CH:21][C:16]=3[CH2:15][S:14]2(=[O:23])=[O:22])[CH2:12][CH2:13]1)=[O:7])([CH3:4])([CH3:2])[CH3:3] |f:1.2|. Procedure details: 190 mg (0.59 mmole) of 1'-t-butoxycarbonylspiro[benzo[c]thiophene-1(3H),4'-piperidine]-2-oxide [prepared as described in Preparation 4(a)] were dissolved in 30 ml of methanol, and 10 ml of an aqueous solution containing 270 mg (1.77 mmole) of Oxone (trade mark) were added. The reaction mixture was stirred at room temperature for 5 days, after which it was poured into water and then extracted twice with chloroform. The organic extract was separated and then dried over anhydrous sodium sulfate, af... Reactants: CC(C)(C)OC(=O)NC1CC(C)(C)Oc2nc(-c3ccc(-c4cn[nH]c4)cc3Cl)c(-c3ccc(Cl)cc3)cc21, ClCCl, O=C(O)C(F)(F)F. Product: CC1(C)CC(N)c2cc(-c3ccc(Cl)cc3)c(-c3ccc(-c4cn[nH]c4)cc3Cl)nc2O1. RXN SMILES: [Cl:1][c:2]1[cH:3][cH:4][c:5](-[c:8]2[cH:9][c:10]3[c:11]([n:12][c:13]2-[c:14]2[c:15]([Cl:25])[cH:16][c:17](-[c:20]4[cH:21][n:22][nH:23][cH:24]4)[cH:18][cH:19]2)[O:26][C:27]([CH3:38])([CH3:39])[CH2:28][CH:29]3[NH:30][C:31](=[O:32])[O:33][C:34]([CH3:35])([CH3:36])[CH3:37])[cH:6][cH:7]1.[Cl:47][CH2:48][Cl:49].[F:40][C:41]([F:42])([F:43])[C:44]([OH:45])=[O:46]>>[Cl:1][c:2]1[cH:3][cH:4][c:5](-[c:8]2[cH:9][c:10]3[c:11]([n:12][c:13]2-[c:14]2[c:15]([Cl:25])[cH:16][c:17](-[c:20]4[cH:21][n:22][nH:23][cH:24]4)[cH:18][cH:19]2)[O:26][C:27]([CH3:38])([CH3:39])[CH2:28][CH:29]3[NH2:30])[cH:6][cH:7]1. Conditions: temperature 0 celsius, time 2 hour. Procedure: 0.06 ml of isopropyl isocyanate was added to a solution of 0.2 g of the compound obtained in step 2.4 in 1.2 ml of DCM, at 0° C. The medium was stirred for 2 h at 0° C. then hydrolysed with 5 ml of water and diluted with 10 ml of DCM. The organic phase was washed twice with a saturated NaHCO3 solution then with a saturated NaCl solution. After drying over MgSO4, the organic phase was concentrated then purified by flash chromatography to produce 0.16 g of the expected product. The product is C1(CCCCC1)C=1C=CC(=C(C1)C=1N=C(SC1)NC(=O)N1CCN(CC1)C1CN(CCC1)C(NC(C)C)=O)OC (4-(1-isopropylcarbamoylpiperidin-3-yl)piperazine-1-carboxylic acid [4-(5-cyclohexyl-2-methoxyphenyl)thiazol-2-yl]amide). Starting materials: C(C)(C)N=C=O (isopropyl isocyanate), C1(CCCCC1)C=1C=CC(=C(C1)C=1N=C(SC1)NC(=O)N1CCN(CC1)C1CNCCC1)OC (4-piperidin-3-ylpiperazine-1-carboxylic acid [4-(5-cyclohexyl-2-methoxyphenyl)thiazol-2-yl]amide), O (water). RXN SMILES: [CH:1]([N:4]=[C:5]=[O:6])([CH3:3])[CH3:2].[CH:7]1([C:13]2[CH:14]=[CH:15][C:16]([O:39][CH3:40])=[C:17]([C:19]3[N:20]=[C:21]([NH:24][C:25]([N:27]4[CH2:32][CH2:31][N:30]([CH:33]5[CH2:38][CH2:37][CH2:36][NH:35][CH2:34]5)[CH2:29][CH2:28]4)=[O:26])[S:22][CH:23]=3)[CH:18]=2)[CH2:12][CH2:11][CH2:10][CH2:9][CH2:8]1.O>C(Cl)Cl>[CH:7]1([C:13]2[CH:14]=[CH:15][C:16]([O:39][CH3:40])=[C:17]([C:19]3[N:20]=[C:21]([NH:24][C:25]([N:27]4[CH2:28][CH2:29][N:30]([CH:33]5[CH2:38][CH2:37][CH2:36][N:35]([C:5](=[O:6])[NH:4][CH:1]([CH3:3])[CH3:2])[CH2:34]5)[CH2:31][CH2:32]4)=[O:26])[S:22][CH:23]=3)[CH:18]=2)[CH2:8][CH2:9][CH2:10][CH2:11][CH2:12]1. Solvent: C(Cl)Cl (DCM), C(Cl)Cl (DCM). The reactants are S1C(=NC2=C1C=CC=C2)C=2C(=NC(=NC2O)C2CCN(CC2)C(=O)OC(C)(C)C)O (tert-butyl 4-[5-(1,3-benzothiazol-2-yl)-4,6-dihydroxypyrimidin-2-yl]piperidine-1-carboxylate), P(=O)(Cl)(Cl)Cl (phosphoryl trichloride), C(C)(C)N(C(C)C)CC (N,N-Diisopropylethylamine). Run in C1(=CC=CC=C1)C (toluene). Conditions: temperature 120 celsius, time 20 minute. Product: S1C(=NC2=C1C=CC=C2)C=2C(=NC(=NC2O)C2CCN(CC2)C(=O)OC(C)(C)C)Cl (tert-butyl 4-[5-(1,3-benzothiazol-2-yl)-4-chloro-6-hydroxypyrimidin-2-yl]piperidine-1-carboxylate). The yield is 63.9%. RXN SMILES: [S:1]1[C:5]2[CH:6]=[CH:7][CH:8]=[CH:9][C:4]=2[N:3]=[C:2]1[C:10]1[C:11](O)=[N:12][C:13]([CH:17]2[CH2:22][CH2:21][N:20]([C:23]([O:25][C:26]([CH3:29])([CH3:28])[CH3:27])=[O:24])[CH2:19][CH2:18]2)=[N:14][C:15]=1[OH:16].P(Cl)(Cl)([Cl:33])=O.C(N(CC)C(C)C)(C)C>C1(C)C=CC=CC=1>[S:1]1[C:5]2[CH:6]=[CH:7][CH:8]=[CH:9][C:4]=2[N:3]=[C:2]1[C:10]1[C:11]([Cl:33])=[N:12][C:13]([CH:17]2[CH2:22][CH2:21][N:20]([C:23]([O:25][C:26]([CH3:29])([CH3:28])[CH3:27])=[O:24])[CH2:19][CH2:18]2)=[N:14][C:15]=1[OH:16]. Procedure: Into a solution of tert-butyl 4-[5-(1,3-benzothiazol-2-yl)-4,6-dihydroxypyrimidin-2-yl]piperidine-1-carboxylate (45 g, 105.02 mmol, 1.00 equiv) in toluene (500 ml) was added phosphoryl trichloride (16.1 g, 105.00 mmol, 1.00 equiv) and N,N-Diisopropylethylamine (27 g, 209.30 mmol, 1.99 equiv). The resulting solution was stirred for 20 mins at 120° C. Upon concentrated under vacuum, the residue was purified by flash chromatography on a silica gel column eluting with ethyl acetate/petroleum ether (... Starting materials: Cl (HCl), Cl (HCl), Cl (HCl), Cl (HCl), solution, C(C)(=O)N1C(CC2=CC(=CC=C12)Cl)C#N (1-acetyl-5-chloro-2,3-dihydro-1H-indole-2-carbonitrile), C(C)O (ethanol). Run in C(C)OCC (diethylether). Reaction conditions: temperature 0 celsius, time 1 hour. Yields the product Cl.C(C)(=O)N1C(CC2=CC(=CC=C12)Cl)C(OCC)=N (ethyl 1-acetyl-5-chloro-2,3-dihydro-1H-indole-2-carboximidate monohydrochloride). As a reaction SMILES: Cl.[C:2]([N:5]1[C:13]2[C:8](=[CH:9][C:10]([Cl:14])=[CH:11][CH:12]=2)[CH2:7][CH:6]1[C:15]#[N:16])(=[O:4])[CH3:3].[CH2:17]([OH:19])[CH3:18]>C(OCC)C>[ClH:14].[C:2]([N:5]1[C:13]2[C:8](=[CH:9][C:10]([Cl:14])=[CH:11][CH:12]=2)[CH2:7][CH:6]1[C:15](=[NH:16])[O:19][CH2:17][CH3:18])(=[O:4])[CH3:3] |f:4.5|. Procedure details: 5-chloro-2,3-dihydroxy-1H-indole-2-carboxylic acid, methyl ester (0.00761 mole) was dissolved in methanol (25 ml) and cooled to 0° C. NH3 was bubbled in for 10 minutes. The flask was stoppered and allowed to warm to room temperature. The mixture was stirred overnight. TLC showed the reaction was mostly complete. The sample was concentrated to ±⅓ volume, cooled, and filtered, rinsing resulting solid with ice cold methanol (2 ml) and then dried ion the air, yielding 0.74 g of 5-chloro-2,3-dihydro-... Starting materials: ClCCl, CC, Cl, NC(=O)c1cc(-c2cccnc2)cc2c(C3CCNCC3)n[nH]c12, O=S(=O)(Cl)Cl. Yields the product CCS(=O)(=O)N1CCC(c2n[nH]c3c(C(N)=O)cc(-c4cccnc4)cc23)CC1. RXN SMILES: [CH2:33]([Cl:34])[Cl:35].[CH3:31][CH3:32].[ClH:1].[NH:2]1[CH2:3][CH2:4][CH:5]([c:8]2[n:9][nH:10][c:11]3[c:12]([C:23](=[O:24])[NH2:25])[cH:13][c:14](-[c:17]4[cH:18][n:19][cH:20][cH:21][cH:22]4)[cH:15][c:16]23)[CH2:6][CH2:7]1.[S:26](=[O:27])(=[O:28])([Cl:29])[Cl:30]>>[N:2]1([S:26](=[O:27])(=[O:28])[CH2:31][CH3:32])[CH2:3][CH2:4][CH:5]([c:8]2[n:9][nH:10][c:11]3[c:12]([C:23](=[O:24])[NH2:25])[cH:13][c:14](-[c:17]4[cH:18][n:19][cH:20][cH:21][cH:22]4)[cH:15][c:16]23)[CH2:6][CH2:7]1. Reactants: C#CCCCCCCC (non-1-yne), IC1=CC=C(N)C=C1 (4-iodoaniline), [NH4+].[OH-] (NH4OH). The reagents and catalysts are [Cu]I (CuI), Cl[Pd]([P](C1=CC=CC=C1)(C2=CC=CC=C2)C3=CC=CC=C3)([P](C4=CC=CC=C4)(C5=CC=CC=C5)C6=CC=CC=C6)Cl (Pd(PPh3)2Cl2). Run in C1CCOC1 (THF). Run at time 1 minute. The product is C(#CCCCCCCC)C1=CC=C(N)C=C1 (4-(non-1-ynyl) aniline). Isolated yield 85.9%. RXN SMILES: I[C:2]1[CH:8]=[CH:7][C:5]([NH2:6])=[CH:4][CH:3]=1.[CH:9]#[C:10][CH2:11][CH2:12][CH2:13][CH2:14][CH2:15][CH2:16][CH3:17].[NH4+].[OH-]>[Cu]I.Cl[Pd](Cl)([P](C1C=CC=CC=1)(C1C=CC=CC=1)C1C=CC=CC=1)[P](C1C=CC=CC=1)(C1C=CC=CC=1)C1C=CC=CC=1.C1COCC1>[C:9]([C:2]1[CH:8]=[CH:7][C:5]([NH2:6])=[CH:4][CH:3]=1)#[C:10][CH2:11][CH2:12][CH2:13][CH2:14][CH2:15][CH2:16][CH3:17] |f:2.3,^1:24,43|. Procedure: To a mixture of 4-iodoaniline (2.19 g, 10 mmol), CuI (38 mg, 0.2 mmol, 2 mol %) and Pd(PPh3)2Cl2 (70 mg, 0.1 mmol, 1 mol %) under argon was added THF (60 mL), followed by non-1-yne (1.49 g, 12 mmol, 1.2 equiv.). After stirring for 1 min at rt, 0.5 M NH4OH (40 mL) was added dropwise. After addition, the resulting mixture was stirred 0/N at rt. It was extracted with ether (60 mL+30 mL) and combined extracts were dried (Na2SO4) and purified by flash chromatography (eluent: EtOAc/Hex=1:6) to give 4-...